Dataset: the Open Reaction Database (ORD), a public repository of structured organic reaction records. Task: describe an organic reaction: reactants, conditions, products, and yield The reactants are COc1ccc(C(F)(F)F)cc1N, Cc1ccccc1, FC(F)(F)c1cccc(N=C=S)c1. Yields the product COc1ccc(C(F)(F)F)cc1NC(=S)Nc1cccc(C(F)(F)F)c1. Reaction SMILES: [CH3:14][O:15][c:16]1[c:17]([NH2:18])[cH:19][c:20]([C:23]([F:24])([F:25])[F:26])[cH:21][cH:22]1.[CH3:27][c:28]1[cH:29][cH:30][cH:31][cH:32][cH:33]1.[F:1][C:2]([c:3]1[cH:4][c:5]([N:9]=[C:10]=[S:11])[cH:6][cH:7][cH:8]1)([F:12])[F:13]>>[F:1][C:2]([c:3]1[cH:4][c:5]([NH:9][C:10](=[S:11])[NH:18][c:17]2[c:16]([O:15][CH3:14])[cH:22][cH:21][c:20]([C:23]([F:24])([F:25])[F:26])[cH:19]2)[cH:6][cH:7][cH:8]1)([F:12])[F:13]. The reactants are FC(C=1C=C(C(=O)N2CC(C(CC2)N2CCN(CC2)C(C(F)(F)F)=O)C2=CC=C(C=C2)Cl)C=C(C1)C(F)(F)F)(F)F (1-{4-[1-(3,5-bis-trifluoromethyl-benzoyl)-3-(4-chloro-phenyl)-piperidin-4-yl]-piperazin-1-yl}-2,2,2-trifluoro-ethanone), C(C)OC1(CC1)O[Si](C)(C)C ([(1-ethoxycyclopropyl)-oxy]trimethylsilane). The solvent is C(Cl)(Cl)Cl (chloroform). Product: FC(C=1C=C(C=C(C1)C(F)(F)F)C(=O)N1CC(C(CC1)N1CCN(CC1)C1CC1)C1=CC=C(C=C1)Cl)(F)F ((−)-(3,5-Bis-trifluoromethyl-phenyl)-[3-(4-chloro-phenyl)-4-(4-cyclopropyl-piperazin-1-yl)-piperidin-1-yl]-methanone). RXN SMILES: [F:1][C:2]([F:41])([F:40])[C:3]1[CH:4]=[C:5]([CH:33]=[C:34]([C:36]([F:39])([F:38])[F:37])[CH:35]=1)[C:6]([N:8]1[CH2:13][CH2:12][CH:11]([N:14]2[CH2:19][CH2:18][N:17]([C:20](=O)[C:21](F)(F)F)[CH2:16][CH2:15]2)[CH:10]([C:26]2[CH:31]=[CH:30][C:29]([Cl:32])=[CH:28][CH:27]=2)[CH2:9]1)=[O:7].[CH2:42](OC1(O[Si](C)(C)C)CC1)C>C(Cl)(Cl)Cl>[F:1][C:2]([F:41])([F:40])[C:3]1[CH:4]=[C:5]([C:6]([N:8]2[CH2:13][CH2:12][CH:11]([N:14]3[CH2:15][CH2:16][N:17]([CH:20]4[CH2:42][CH2:21]4)[CH2:18][CH2:19]3)[CH:10]([C:26]3[CH:31]=[CH:30][C:29]([Cl:32])=[CH:28][CH:27]=3)[CH2:9]2)=[O:7])[CH:33]=[C:34]([C:36]([F:39])([F:37])[F:38])[CH:35]=1. Reported procedure: The title compound, MS: m/e=560.2 (M+H+), [α]58920=−24.38, [α]54620=−30.39, [α]43620=−64.51 (c=0.6154, chloroform), was prepared in accordance with the general methods of example 102 (step1) and example 110 (step2) from (−)-(1-{4-[1-(3,5-bis-trifluoromethyl-benzoyl)-3-(4-chloro-phenyl)-piperidin-4-yl]-piperazin-1-yl}-2,2,2-trifluoro-ethanone and [(1-ethoxycyclopropyl)-oxy]trimethylsilane. Reactants: C(C)(C)NC(C)C (diisopropylamine), CN1C2=CC=CC=C2C=2C(CCCC12)=O (1,2,3,9-tetrahydro-9-methyl-4H-carbazol-4-one), C(C)(C)[N-]C(C)C.[Li+] (Lithium diisopropylamide), Intermediate 2, resultant suspension, CS(=O)(=O)O (Methanesulphonic acid), C(CCC)[Li] (n-butyllithium), resultant solution. Solvent: C1CCOC1 (THF), C1CCOC1 (THF), C(C)(=O)O (acetic acid), CCCCCC (hexane). Reaction conditions: time 45 minute. Yields the product CS(=O)(=O)O.CN1C2=CC=CC=C2C=2C(/C(/CCC12)=C/C=1N=CNC1C)=O ((E)-1,2,3,9-Tetrahydro-9-methyl-3-[(5-methyl-1H-imidazol-4-yl)methylene]-4H-carbazol-4-one methanesulphonate). RXN SMILES: C([N-:4][CH:5](C)C)(C)C.[Li+].[CH2:9]([Li])[CH2:10][CH2:11][CH3:12].C([NH:17]C(C)C)(C)C.[CH3:21][N:22]1[C:34]2[CH2:33][CH2:32][CH2:31][C:30](=[O:35])[C:29]=2[C:28]2[C:23]1=[CH:24][CH:25]=[CH:26][CH:27]=2.[CH3:36][S:37]([OH:40])(=[O:39])=[O:38]>CCCCCC.C1COCC1.C(O)(=O)C>[CH3:36][S:37]([OH:40])(=[O:39])=[O:38].[CH3:21][N:22]1[C:34]2[CH2:33][CH2:32]/[C:31](=[CH:9]\[C:10]3[N:17]=[CH:5][NH:4][C:11]=3[CH3:12])/[C:30](=[O:35])[C:29]=2[C:28]2[C:23]1=[CH:24][CH:25]=[CH:26][CH:27]=2 |f:0.1,9.10|. Reported procedure: Lithium diisopropylamide (from n-butyllithium, 1.55M in hexane; (57.3 ml) and diisopropylamine (11.64 ml) in THF (45 ml) was added dropwise over 15 min. at -5° under nitrogen to a stirred suspension of 1,2,3,9-tetrahydro-9-methyl-4H-carbazol-4-one (15 g) in THF (510 ml). After 45 min., Intermediate 2 (26.5 g) was added in one portion and the resultant solution was stirred at -5° to +5° for 1.75 h. The solution was treated with acetic acid at below 20° and stirred for 1 h. Methanesulphonic acid (... The reactants are FC=1C=C(C=C(C1)F)CC(=O)O (3,5-difluorophenylacetic acid), N[C@@H](C)C(=O)NC1C(N(C2=C(C(=N1)C1=CC=C(C=C1)F)C=CC=C2)C)=O (3-(L-Alaninyl)amino-2,3-dihydro-1-methyl-5-(4-fluorophenyl)-1H-1,4-benzodiazepin-2-one). Product: FC=1C=C(C=C(C1)F)CC(=O)N[C@@H](C)C(=O)NC1C(N(C2=C(C(=N1)C1=CC=C(C=C1)F)C=CC=C2)C)=O (3-[N′-(3,5-Difluorophenylacetyl)-L-alaninyl]amino-2,3-dihydro-l-methyl-5-(4-fluorophenyl)-1H-1,4-benzodiazepin-2-one). Reaction SMILES: [F:1][C:2]1[CH:3]=[C:4]([CH2:9][C:10]([OH:12])=O)[CH:5]=[C:6]([F:8])[CH:7]=1.[NH2:13][C@H:14]([C:16]([NH:18][CH:19]1[N:25]=[C:24]([C:26]2[CH:31]=[CH:30][C:29]([F:32])=[CH:28][CH:27]=2)[C:23]2[CH:33]=[CH:34][CH:35]=[CH:36][C:22]=2[N:21]([CH3:37])[C:20]1=[O:38])=[O:17])[CH3:15]>>[F:8][C:6]1[CH:5]=[C:4]([CH2:9][C:10]([NH:13][C@H:14]([C:16]([NH:18][CH:19]2[N:25]=[C:24]([C:26]3[CH:31]=[CH:30][C:29]([F:32])=[CH:28][CH:27]=3)[C:23]3[CH:33]=[CH:34][CH:35]=[CH:36][C:22]=3[N:21]([CH3:37])[C:20]2=[O:38])=[O:17])[CH3:15])=[O:12])[CH:3]=[C:2]([F:1])[CH:7]=1. Reported procedure: Following General Procedure D above using 3,5-difluorophenylacetic acid (Oakwood Products, Inc.) and 3-(L-alaninyl)-amino-2,3-dihydro-1-methyl-5-(4-fluorophenyl)-1H-1,4-benzodiazepin-2-one (Example 8-K), the title compound was prepared as an off-white solid. Reactants: C(C)OC(C(C)(C)C=1C=NC=C(C1)Br)=O (2-(5-bromo-pyridin-3-yl)-2-methyl-propionic acid ethyl ester), [BH4-].[Na+] (sodium borohydride). Run in CO (MeOH). The product is BrC=1C=C(C=NC1)C(CO)(C)C (2-(5-bromo-pyridin-3-yl)-2-methyl-propan-1-ol). Isolated yield 31.9%. Reaction SMILES: C([O:3][C:4](=O)[C:5]([C:8]1[CH:9]=[N:10][CH:11]=[C:12]([Br:14])[CH:13]=1)([CH3:7])[CH3:6])C.[BH4-].[Na+]>CO>[Br:14][C:12]1[CH:13]=[C:8]([C:5]([CH3:7])([CH3:6])[CH2:4][OH:3])[CH:9]=[N:10][CH:11]=1 |f:1.2|. Procedure details: To a solution of 2-(5-bromo-pyridin-3-yl)-2-methyl-propionic acid ethyl ester (2.4 g, 0.009 mol) in MeOH (30 mL) is added sodium borohydride (1.7 g, 0.044 mol). The resulting mixture is heated to reflux for 5 h. The reaction is cooled to room temperature and concentrated then is washed with water and extracted with DCM. The combined organic layers are dried (Na2SO4), concentrated and purified by silica gel column to obtain 2-(5-bromo-pyridin-3-yl)-2-methyl-propan-1-ol (661 mg). Reactants: O=[N+]([O-])c1cnccc1Cl, [K+], [K+], O=C([O-])[O-], CN(C)C=O, O, Oc1ccc2[nH]ccc2c1. Yields the product O=[N+]([O-])c1cnccc1Oc1ccc2[nH]ccc2c1. As a reaction SMILES: [Cl:17][c:18]1[c:19]([N+:24](=[O:25])[O-:26])[cH:20][n:21][cH:22][cH:23]1.[K+:11].[K+:12].[O-:13][C:14]([O-:15])=[O:16].[O:28]=[CH:29][N:30]([CH3:31])[CH3:32].[OH2:27].[OH:1][c:2]1[cH:3][c:4]2[cH:5][cH:6][nH:7][c:8]2[cH:9][cH:10]1>>[O:1]([c:2]1[cH:3][c:4]2[cH:5][cH:6][nH:7][c:8]2[cH:9][cH:10]1)[c:18]1[c:19]([N+:24](=[O:25])[O-:26])[cH:20][n:21][cH:22][cH:23]1. Starting materials: Cl.Cl.FCC(C(=O)OC)(CCCN)N (methyl 2-fluoromethyl-2,5-diaminopentanoate dihydrochloride), C[O-].[Na+] (sodium methylate), [Na] (sodium). The solvent is CO (methanol), CO (methanol). Run at time 1 hour. Yields the product NC1(C(NCCC1)=O)CF (3-amino-3-fluoromethyl-2-piperidone). Isolated yield 68.7%. As a reaction SMILES: Cl.Cl.[F:3][CH2:4][C:5]([NH2:14])([CH2:10][CH2:11][CH2:12][NH2:13])[C:6](OC)=[O:7].C[O-].[Na+].[Na]>CO>[NH2:14][C:5]1([CH2:4][F:3])[CH2:10][CH2:11][CH2:12][NH:13][C:6]1=[O:7] |f:0.1.2,3.4,^1:17|. Reported procedure: To a solution of methyl 2-fluoromethyl-2,5-diaminopentanoate dihydrochloride (2.5 g) in methanol (30 ml) is added under nitrogen a solution of sodium methylate (prepared from 0.46 g of sodium in methanol (20 ml). The reaction mixture is stirred for 1 hour at room temperature and then concentrated in vacuo. The residue is taken up in CH2Cl2. The insoluble material is removed by filtration, and the filtrate is concentrated to give 1 g of 3-amino-3-fluoromethyl-2-piperidone: m.p. 132° C. (from CH2C... Starting materials: C(C)(C)(C)[C@@H]1[C@]2(CO[SiH](C)C)[C@@H](CC1)[C@@]1(CCC=3C=C(C=CC3[C@H]1[C@H](C2)CCCCCCO)OC)C=C (17β-tert.-Butyldimethylsilyloxy-11β-(6-hydroxyhexyl)-3-methoxy-8-vinyl-estra-1,3,5(10)-triene), C(C)(C)(C)[C@@H]1[C@]2(CO[SiH](C)C)[C@@H](CC1)[C@@]1(CCC=3C=C(C=CC3[C@H]1[C@H](C2)CCCCCO)OC)C=C (17β-tert.-Butyldimethylsilyloxy-11β-(5-hydroxypentyl)-3-methoxy-8-vinyl-estra-1,3,5(10)-triene), BrCCCCC[C@@H]1[C@@H]2C=3C=CC(=CC3CC[C@]2([C@@H]2CC[C@@H]([C@@]2(CO[SiH](C)C)C1)C(C)(C)C)C=C)OC (11β-(5-Bromopentyl)-17β-tert.-butyldimethylsilyloxy-3-methoxy-8-vinyl-estra-1,3,5(10)-triene). Yields the product BrCCCCCC[C@@H]1[C@@H]2C=3C=CC(=CC3CC[C@]2([C@@H]2CC[C@@H]([C@@]2(CO[SiH](C)C)C1)C(C)(C)C)C=C)OC (11β-(6-Bromohexyl)-17β-tert.-butyldimethylsilyloxy-3-methoxy-8-vinyl-estra-1,3,5(10)-triene). RXN SMILES: [C:1]([C@H:5]1[CH2:14][CH2:13][C@H:12]2[C@@:15]3([CH:36]=[CH2:37])[C@H:24]([C@@H:25]([CH2:27][CH2:28][CH2:29][CH2:30][CH2:31][CH2:32]O)[CH2:26][C@:6]12[CH2:7][O:8][SiH:9]([CH3:11])[CH3:10])[C:23]1[CH:22]=[CH:21][C:20]([O:34][CH3:35])=[CH:19][C:18]=1[CH2:17][CH2:16]3)([CH3:4])([CH3:3])[CH3:2].C([C@H]1CC[C@H]2[C@@]3(C=C)[C@H]([C@@H](CCCCCO)C[C@]12CO[SiH](C)C)C1C=CC(OC)=CC=1CC3)(C)(C)C.[Br:74]CCCCC[C@H]1C[C@@]2(CO[SiH](C)C)[C@@H](CC[C@@H]2C(C)(C)C)[C@@]2(C=C)[C@H]1C1C=CC(OC)=CC=1CC2>>[Br:74][CH2:32][CH2:31][CH2:30][CH2:29][CH2:28][CH2:27][C@H:25]1[CH2:26][C@@:6]2([CH2:7][O:8][SiH:9]([CH3:11])[CH3:10])[C@@H:12]([CH2:13][CH2:14][C@@H:5]2[C:1]([CH3:4])([CH3:2])[CH3:3])[C@@:15]2([CH:36]=[CH2:37])[C@H:24]1[C:23]1[CH:22]=[CH:21][C:20]([O:34][CH3:35])=[CH:19][C:18]=1[CH2:17][CH2:16]2. Procedure: The reaction of 930 mg of alcohol 12 is carried out analogously to the test instructions for the conversion of alcohol 8 into bromide 10. In this way, 975 mg of bromide 13 is obtained as a colorless, viscous oil (GC-MS: m/z theor.: 588, pract.: 588). Reactants: OC(CC#C)C(CCC)=C (4-hydroxy-5-methylene-1-octyne), C(C)[Si](Cl)(CC)CC (triethylchlorosilane), N1C=NC=C1 (imidazole), CN(C=O)C (dimethylformamide). Run in O (water). Reaction conditions: time 30 minute. Yields the product C=C(C(CC#C)O[Si](CC)(CC)CC)CCC (5-Methylene-4-triethylsilyloxy-1-octyne). RXN SMILES: [OH:1][CH:2]([C:6](=[CH2:10])[CH2:7][CH2:8][CH3:9])[CH2:3][C:4]#[CH:5].N1C=CN=C1.CN(C)C=O.[CH2:21]([Si:23]([CH2:27][CH3:28])([CH2:25][CH3:26])Cl)[CH3:22]>O>[CH2:10]=[C:6]([CH2:7][CH2:8][CH3:9])[CH:2]([O:1][Si:23]([CH2:27][CH3:28])([CH2:25][CH3:26])[CH2:21][CH3:22])[CH2:3][C:4]#[CH:5]. Procedure details: To a solution of 30.0 g. of 4-hydroxy-5-methylene-1-octyne and 31.02 g. of imidazole in 80 ml. of dimethylformamide at 0° C., is added 40.9 g. of triethylchlorosilane. The mixture is stirred at room temperature for 30 minutes, poured into cold water and extracted with petroleum ether. The petroleum ether is removed and the residue is distilled. The product is recovered in the fraction boiling at 103°-106° C. (1.5 mm.). The reactants are C1CCOC1, CC(=O)O, O=c1c2cc(B(O)O)ccc2ccc2ncc(Cl)cc12, ClCCl, O, OO. Yields the product O=c1c2cc(O)ccc2ccc2ncc(Cl)cc12. RXN SMILES: [CH2:21]1[CH2:24][CH2:23][CH2:22][O:25]1.[CH3:27][C:28](=[O:29])[OH:30].[Cl:1][c:2]1[cH:3][c:4]2[c:5]([n:6][cH:7]1)[cH:8][cH:9][c:10]1[c:11]([c:12]2=[O:13])[cH:14][c:15]([B:18]([OH:19])[OH:20])[cH:16][cH:17]1.[Cl:33][CH2:34][Cl:35].[OH2:26].[OH:31][OH:32]>>[Cl:1][c:2]1[cH:3][c:4]2[c:5]([n:6][cH:7]1)[cH:8][cH:9][c:10]1[c:11]([c:12]2=[O:13])[cH:14][c:15]([OH:25])[cH:16][cH:17]1.